This data is from the Open Reaction Database (ORD), a public repository of structured organic reaction records. The task is: describe an organic reaction: reactants, conditions, products, and yield Starting materials: ClCc1nccn1Cc1cc(Cl)cc(Cl)c1, Cl, [H-], Nc1cccc(O)c1, [Na+], CN(C)C=O. Product: Nc1cccc(OCc2nccn2Cc2cc(Cl)cc(Cl)c2)c1. As a reaction SMILES: [Cl:12][CH2:13][c:14]1[n:15]([CH2:19][c:20]2[cH:21][c:22]([Cl:27])[cH:23][c:24]([Cl:26])[cH:25]2)[cH:16][cH:17][n:18]1.[ClH:11].[H-:10].[NH2:1][c:2]1[cH:3][cH:4][cH:5][c:6]([OH:7])[cH:8]1.[Na+:9].[O:28]=[CH:29][N:30]([CH3:31])[CH3:32]>>[NH2:1][c:2]1[cH:3][cH:4][cH:5][c:6]([O:7][CH2:13][c:14]2[n:15]([CH2:19][c:20]3[cH:21][c:22]([Cl:27])[cH:23][c:24]([Cl:26])[cH:25]3)[cH:16][cH:17][n:18]2)[cH:8]1. The reactants are COC1=CC(=C(N)C=C1)[N+](=O)[O-] (4-methoxy-2-nitroaniline), N1=C(C=CC=C1)N1C(=NC2=C1C=CC(=C2)C(F)(F)F)\C=C\C2=CC=CC=C2 ((E)-1-(2-Pyridyl)-2-styryl-5-trifluoromethyl-1H-benzimidazole), C(C(=O)O)(=O)O (oxalic acid). The solvent is C(C)(=O)OCC (ethyl acetate). Product: C(C(=O)O)(=O)O.N1=C(C=CC=C1)N1C(=NC2=C1C=CC(=C2)OC)\C=C\C2=CC=CC=C2 ((E)-1-(2-Pyridyl)-2-styryl-5-methoxy-1H-benzimidazole oxalate). Reaction SMILES: [CH3:1][O:2]C1C=CC(N)=C([N+]([O-])=O)C=1.[N:13]1[CH:18]=[CH:17][CH:16]=[CH:15][C:14]=1[N:19]1[C:23]2[CH:24]=[CH:25][C:26](C(F)(F)F)=[CH:27][C:22]=2[N:21]=[C:20]1/[CH:32]=[CH:33]/[C:34]1[CH:39]=[CH:38][CH:37]=[CH:36][CH:35]=1.[C:40]([OH:45])(=[O:44])[C:41]([OH:43])=[O:42]>C(OCC)(=O)C>[C:40]([OH:45])(=[O:44])[C:41]([OH:43])=[O:42].[N:13]1[CH:18]=[CH:17][CH:16]=[CH:15][C:14]=1[N:19]1[C:23]2[CH:24]=[CH:25][C:26]([O:2][CH3:1])=[CH:27][C:22]=2[N:21]=[C:20]1/[CH:32]=[CH:33]/[C:34]1[CH:39]=[CH:38][CH:37]=[CH:36][CH:35]=1 |f:4.5|. Procedure: Free base of the titled compound was prepared from 4-methoxy-2-nitroaniline according to the preparation of (E)-1-(2-pyridyl)-2-styryl-5-trifluoromethyl-1H-benzimidazole (Example 57). The free base and oxalic acid were dissolved into ethyl acetate. Concentration and recrystallization from ethyl acetate/n-hexane yielded the titled compound. MW: 417.42; mp: 187.0-188.0° C.; 1H-NMR (DMSO-d6) δ: 8.76 (1H, dd, J=5.0, 1.3 Hz), 8.17 (1H, td, J=7.8,2.0 Hz), 7.85 (1H, d, J=15.8 Hz), 7.72 (1H, d, J=8.1 Hz...